Dataset: the Open Reaction Database (ORD), a public repository of structured organic reaction records. Task: describe an organic reaction: reactants, conditions, products, and yield Reactants: [Si](C)(C)(C(C)(C)C)OC1C=CC(C1)=O ((RS)-4-oxo-2-cyclopenten-1-yl (t-butyldimethylsilyl) ether), [Cl-].[NH4+] (ammonium chloride), C(C=C)[Mg]Cl (allylmagnesium chloride), O1CCCC1 (tetrahydrofuran). Solvent: C(C)OCC (diethyl ether). The product is [Si](C)(C)(C(C)(C)C)OC1C=CC(C1)(O)CC=C ((1RS,4RS)-4-allyl-4-hydroxy-2-cyclopenten-1-yl (t-butyldimethylsilyl) ether). The yield is 98.0%. Reaction SMILES: [Si:1]([O:8][CH:9]1[CH2:13][C:12](=[O:14])[CH:11]=[CH:10]1)([C:4]([CH3:7])([CH3:6])[CH3:5])([CH3:3])[CH3:2].O1C[CH2:18][CH2:17][CH2:16]1.C([Mg]Cl)C=C.[Cl-].[NH4+]>C(OCC)C>[Si:1]([O:8][CH:9]1[CH2:13][C:12]([CH2:18][CH:17]=[CH2:16])([OH:14])[CH:11]=[CH:10]1)([C:4]([CH3:7])([CH3:6])[CH3:5])([CH3:3])[CH3:2] |f:3.4|. Reported procedure: To a solution mixture of 3.5 g of (RS)-4-oxo-2-cyclopenten-1-yl (t-butyldimethylsilyl) ether obtained according to the method described in Org. Syn., Vol 73, p. 36 and 35 ml of tetrahydrofuran was added under nitrogen stream and at 0° C. 11 ml of 2.0 M diethyl ether solution of allylmagnesium chloride and the resulting mixture was stirred at the same temperature for 1 hour. Then the reaction liquid was poured into ice-cooled saturated aqueous ammonium chloride solution and extracted two times wi... The reactants are OC(CBr)c1cccs1, COc1ccc(CCN)cc1OC, Cc1ccccc1, [Na+], [OH-]. Product: COc1ccc(CCNCC(O)c2cccs2)cc1OC. Reaction SMILES: [Br:1][CH2:2][CH:3]([OH:4])[c:5]1[s:6][cH:7][cH:8][cH:9]1.[CH3:10][O:11][c:12]1[cH:13][c:14]([CH2:15][CH2:16][NH2:17])[cH:18][cH:19][c:20]1[O:21][CH3:22].[CH3:25][c:26]1[cH:27][cH:28][cH:29][cH:30][cH:31]1.[Na+:24].[OH-:23]>>[CH2:2]([CH:3]([OH:4])[c:5]1[s:6][cH:7][cH:8][cH:9]1)[NH:17][CH2:16][CH2:15][c:14]1[cH:13][c:12]([O:11][CH3:10])[c:20]([O:21][CH3:22])[cH:19][cH:18]1. The reactants are ClC=1C=C2C=NN=C(C2=CC1)C1=C(C=C(C=C1)F)C (6-chloro-1-(4-fluoro-2-methylphenyl)phthalazine), FC=1C=C(C=CC1)S (3-fluorothiophenol). The reagents and catalysts are C(C)(=O)[O-].[Pd+2].C(C)(=O)[O-] (palladium(II) acetate), C(C)(C)P[C-]1C=CC=C1.[C-]1(C=CC=C1)PC(C)C.[Fe+2] (1,1′-bis(isopropylphosphino)ferrocene). Run in CCN(CC)CC (Et3N). Conditions: temperature 100 celsius. The product is FC1=CC(=C(C=C1)C1=NN=CC2=CC(=CC=C12)SC1=CC(=CC=C1)F)C (1-(4-Fluoro-2-methylphenyl)-6-(3-fluorophenylthio)phthalazine). RXN SMILES: Cl[C:2]1[CH:3]=[C:4]2[C:9](=[CH:10][CH:11]=1)[C:8]([C:12]1[CH:17]=[CH:16][C:15]([F:18])=[CH:14][C:13]=1[CH3:19])=[N:7][N:6]=[CH:5]2.[F:20][C:21]1[CH:22]=[C:23]([SH:27])[CH:24]=[CH:25][CH:26]=1>CCN(CC)CC.C([O-])(=O)C.[Pd+2].C([O-])(=O)C.C(P[C-]1C=CC=C1)(C)C.[C-]1(PC(C)C)C=CC=C1.[Fe+2]>[F:18][C:15]1[CH:16]=[CH:17][C:12]([C:8]2[C:9]3[C:4](=[CH:3][C:2]([S:27][C:23]4[CH:24]=[CH:25][CH:26]=[C:21]([F:20])[CH:22]=4)=[CH:11][CH:10]=3)[CH:5]=[N:6][N:7]=2)=[C:13]([CH3:19])[CH:14]=1 |f:3.4.5,6.7.8|. Procedure details: A mixture of 6-chloro-1-(4-fluoro-2-methylphenyl)phthalazine (0.197 g, 0.72 mmol), palladium(II) acetate (0.011 g, 0.049 mmol), 1,1′-bis(isopropylphosphino)ferrocene (0.022 g, 0.053 mmol) and 3-fluorothiophenol (0.080 ml, 0.95 mmol) in 2 mL of Et3N was sealed in a glass tube purged with argon and heated at 100° C. in an oil bath for 17 h. The reaction mixture was cooled to RT and diluted with MeOH. The solution was evaporated onto silica gel and purified by flash chromatography (ISCO 80 g column... The product is CCCC(NC(=O)C(O)C(C)C)C(=O)Nc1cn(C(C)(C)C(=O)OC)cn1. The reactants are CCCC(N)C(=O)Nc1cn(C(C)(C)C(=O)OC)cn1, CC(C)C(O)C(=O)O. RXN SMILES: [CH3:1][O:2][C:3]([C:4]([CH3:5])([CH3:6])[n:7]1[cH:8][n:9][c:10]([NH:12][C:13]([CH:14]([CH2:15][CH2:16][CH3:17])[NH2:18])=[O:19])[cH:11]1)=[O:20].[OH:21][CH:22]([C:23](=[O:24])[OH:25])[CH:26]([CH3:27])[CH3:28]>>[CH3:1][O:2][C:3]([C:4]([CH3:5])([CH3:6])[n:7]1[cH:8][n:9][c:10]([NH:12][C:13]([CH:14]([CH2:15][CH2:16][CH3:17])[NH:18][C:23]([CH:22]([OH:21])[CH:26]([CH3:27])[CH3:28])=[O:24])=[O:19])[cH:11]1)=[O:20]. The reactants are CC(C)(C)OC(=O)n1nc(CBr)c2cccnc21, O=C([O-])[O-], CN(C)C=O, CCOC(C)=O, O=c1[nH]ccc(C(F)(F)F)c1Oc1cc(Cl)cc(Cl)c1, [K+], [K+]. Product: CC(C)(C)OC(=O)n1nc(Cn2ccc(C(F)(F)F)c(Oc3cc(Cl)cc(Cl)c3)c2=O)c2cccnc21. As a reaction SMILES: [Br:27][CH2:28][c:29]1[n:30][n:31]([C:38](=[O:39])[O:40][C:41]([CH3:42])([CH3:43])[CH3:44])[c:32]2[n:33][cH:34][cH:35][cH:36][c:37]12.[C:21](=[O:22])([O-:23])[O-:24].[CH3:45][N:46]([CH3:47])[CH:48]=[O:49].[CH3:50][CH2:51][O:52][C:53](=[O:54])[CH3:55].[Cl:1][c:2]1[cH:3][c:4]([O:5][c:6]2[c:7](=[O:16])[nH:8][cH:9][cH:10][c:11]2[C:12]([F:13])([F:14])[F:15])[cH:17][c:18]([Cl:20])[cH:19]1.[K+:25].[K+:26]>>[Cl:1][c:2]1[cH:3][c:4]([O:5][c:6]2[c:7](=[O:16])[n:8]([CH2:28][c:29]3[n:30][n:31]([C:38](=[O:39])[O:40][C:41]([CH3:42])([CH3:43])[CH3:44])[c:32]4[n:33][cH:34][cH:35][cH:36][c:37]34)[cH:9][cH:10][c:11]2[C:12]([F:13])([F:14])[F:15])[cH:17][c:18]([Cl:20])[cH:19]1. Reactants: COC1=CC=C(C(C2=CC=C(C=C2)OC)(C2=CC=CC=C2)OC[C@@H]2[C@H]([C@@H]([C@@H](O2)N2C3=NC=NC(=C3N=C2)NC(C2=CC=CC=C2)=O)F)O)C=C1 (9-[2-deoxy-5-O-(4,4'-dimethoxytrityl)-2-fluoro-β-D-arabinofuranosyl]-N6 -benzoyladenine), [Si](C)(C)(C(C)(C)C)O[C@H]1C[C@@H](O[C@@H]1CO)N1C=NC=2C(NC(C3=CC=CC=C3)=O)=NC=NC12 (3'-O-t-butyldimethylsilyl-N6 -benzoyl-2'-deoxyadenosine). Yields the product [Si](C)(C)(C(C)(C)C)O[C@H]1[C@@H]([C@@H](O[C@@H]1CO)N1C2=NC=NC(=C2N=C1)NC(C1=CC=CC=C1)=O)F (9-(3-O-t-Butyldimethylsilyl-2-deoxy-2-fluoro-β-D-arabinofuranosyl)-N6 -benzoyladenine). As a reaction SMILES: COC1C=CC(C([O:22][CH2:23][C@H:24]2[O:28][C@@H:27]([N:29]3[CH:37]=[N:36][C:35]4[C:30]3=[N:31][CH:32]=[N:33][C:34]=4[NH:38][C:39](=[O:46])[C:40]3[CH:45]=[CH:44][CH:43]=[CH:42][CH:41]=3)[C@@H:26]([F:47])[C@@H:25]2[OH:48])(C2C=CC=CC=2)C2C=CC(OC)=CC=2)=CC=1.[Si:51](O[C@@H]1[C@@H](CO)O[C@@H](N2C3N=CN=C(NC(=O)C4C=CC=CC=4)C=3N=C2)C1)([C:54]([CH3:57])([CH3:56])[CH3:55])([CH3:53])[CH3:52]>>[Si:51]([O:48][C@@H:25]1[C@@H:24]([CH2:23][OH:22])[O:28][C@@H:27]([N:29]2[CH:37]=[N:36][C:35]3[C:30]2=[N:31][CH:32]=[N:33][C:34]=3[NH:38][C:39](=[O:46])[C:40]2[CH:41]=[CH:42][CH:43]=[CH:44][CH:45]=2)[C@H:26]1[F:47])([C:54]([CH3:57])([CH3:56])[CH3:55])([CH3:53])[CH3:52]. Procedure details: This compound is prepared from 9-[2-deoxy-5-O-(4,4'-dimethoxytrityl)-2-fluoro-β-D-arabinofuranosyl]-N6 -benzoyladenine by the same procedure used for the preparation of 3'-O-t-butyldimethylsilyl-N6 -benzoyl-2'-deoxyadenosine.